Dataset: the Open Reaction Database (ORD), a public repository of structured organic reaction records. Task: describe an organic reaction: reactants, conditions, products, and yield The reactants are Nc1ncnc2[nH]c(Sc3cc4c(cc3Br)OCO4)nc12, CCC(CBr)c1ccccc1. Yields the product CCC(Cn1c(Sc2cc3c(cc2Br)OCO3)nc2c(N)ncnc21)c1ccccc1. As a reaction SMILES: [Br:1][c:2]1[c:3]([S:11][c:12]2[nH:13][c:14]3[n:15][cH:16][n:17][c:18]([NH2:21])[c:19]3[n:20]2)[cH:4][c:5]2[c:6]([cH:10]1)[O:7][CH2:8][O:9]2.[Br:22][CH2:23][CH:24]([CH2:25][CH3:26])[c:27]1[cH:28][cH:29][cH:30][cH:31][cH:32]1>>[Br:1][c:2]1[c:3]([S:11][c:12]2[n:13]([CH2:23][CH:24]([CH2:25][CH3:26])[c:27]3[cH:28][cH:29][cH:30][cH:31][cH:32]3)[c:14]3[n:15][cH:16][n:17][c:18]([NH2:21])[c:19]3[n:20]2)[cH:4][c:5]2[c:6]([cH:10]1)[O:7][CH2:8][O:9]2. Starting materials: O=C([O-])[O-], CC(=O)O, [K+], [K+], O, OO, COc1ccc(-c2nc3ncccc3[nH]2)c(OCCSc2ccccc2)c1. Yields the product COc1ccc(-c2nc3ncccc3[nH]2)c(OCCS(=O)c2ccccc2)c1. Reaction SMILES: [C:30]([O-:31])(=[O:32])[O-:33].[CH3:36][C:37](=[O:38])[OH:39].[K+:34].[K+:35].[OH2:40].[OH:28][OH:29].[c:1]1([S:7][CH2:8][CH2:9][O:10][c:11]2[c:12](-[c:19]3[nH:20][c:21]4[c:22]([n:23][cH:24][cH:25][cH:26]4)[n:27]3)[cH:13][cH:14][c:15]([O:17][CH3:18])[cH:16]2)[cH:2][cH:3][cH:4][cH:5][cH:6]1>>[c:1]1([S:7]([CH2:8][CH2:9][O:10][c:11]2[c:12](-[c:19]3[nH:20][c:21]4[c:22]([n:23][cH:24][cH:25][cH:26]4)[n:27]3)[cH:13][cH:14][c:15]([O:17][CH3:18])[cH:16]2)=[O:31])[cH:2][cH:3][cH:4][cH:5][cH:6]1. Reactants: ClC=1C=C2C=CNC2=CC1 (5-chloro-1H-indole), [Cl-].COC1=C(C=[N+]2CCCCC2)C=CC=C1 (1-(2-methoxy-benzylidene)-piperidinium chloride). Yields the product ClC=1C=C2C(=CNC2=CC1)C(N1CCCCC1)C1=C(C=CC=C1)OC (5-Chloro-3-[(2-methoxyphenyl)-piperidin-1-yl-methyl]-1H-indole). RXN SMILES: [Cl:1][C:2]1[CH:3]=[C:4]2[C:8](=[CH:9][CH:10]=1)[NH:7][CH:6]=[CH:5]2.[Cl-].[CH3:12][O:13][C:14]1[CH:26]=[CH:25][CH:24]=[CH:23][C:15]=1[CH:16]=[N+:17]1[CH2:22][CH2:21][CH2:20][CH2:19][CH2:18]1>>[Cl:1][C:2]1[CH:3]=[C:4]2[C:8](=[CH:9][CH:10]=1)[NH:7][CH:6]=[C:5]2[CH:16]([C:15]1[CH:23]=[CH:24][CH:25]=[CH:26][C:14]=1[O:13][CH3:12])[N:17]1[CH2:22][CH2:21][CH2:20][CH2:19][CH2:18]1 |f:1.2|. Reported procedure: The preparation was carried out in accordance with general synthesis instructions 4 from 5-chloro-1H-indole and 1-(2-methoxy-benzylidene)-piperidinium chloride, which had been prepared in accordance with example 40. The reactants are C1(=CC=CC=C1)[Se]Br (PhSeBr), [Si](C1=CC=CC=C1)(C1=CC=CC=C1)(C(C)(C)C)C([C@H]1CCC(O1)=O)O ((R)-5-[(tert-Butyldiphenylsilyl)hydroxymethyl]-dihydro-2(3H)-furanone), C[Si](C)(C)[N-][Si](C)(C)C.[Li+] (lithium bis(trimethylsilyl)amide), [Si](C)(C)(C)Cl (Me3SiCl). The solvent is C1CCOC1 (THF), C1CCOC1 (THF), CCOCC (ether). Conditions: temperature -78 celsius, time 1 hour. Yields the product [Si](C1=CC=CC=C1)(C1=CC=CC=C1)(C(C)(C)C)C([C@H]1C[C@@H](C(O1)=O)[Se]C1=CC=CC=C1)O ((5R,3S)-5-[(tert-Butyldiphenylsilyl)hydroxymethyl]-dihydro-3-(phenylselenenyl)-2(3H)-furanone). Yield: 57.0%. As a reaction SMILES: [Si:1]([CH:18]([OH:25])[C@@H:19]1[O:23][C:22](=[O:24])[CH2:21][CH2:20]1)([C:14]([CH3:17])([CH3:16])[CH3:15])([C:8]1[CH:13]=[CH:12][CH:11]=[CH:10][CH:9]=1)[C:2]1[CH:7]=[CH:6][CH:5]=[CH:4][CH:3]=1.C[Si]([N-][Si](C)(C)C)(C)C.[Li+].[Si](Cl)(C)(C)C.[C:41]1([Se:47]Br)[CH:46]=[CH:45][CH:44]=[CH:43][CH:42]=1>C1COCC1.CCOCC>[Si:1]([CH:18]([OH:25])[C@@H:19]1[O:23][C:22](=[O:24])[C@@H:21]([Se:47][C:41]2[CH:46]=[CH:45][CH:44]=[CH:43][CH:42]=2)[CH2:20]1)([C:14]([CH3:17])([CH3:15])[CH3:16])([C:8]1[CH:13]=[CH:12][CH:11]=[CH:10][CH:9]=1)[C:2]1[CH:7]=[CH:6][CH:5]=[CH:4][CH:3]=1 |f:1.2|. Procedure: To a solution of 4 (5 g, 14.1 mmol) in anhydrous THF (50 mL) at −78° C. was added lithium bis(trimethylsilyl)amide (1 M solution in THF, 15.8 mL, 15.8 mmol) over a period of 10 min. After being stirred at −78° C. for 1 h, Me3SiCl (1.918 g, 17.65 mmol) was added dropwise, and the reaction mixture was allowed to warm to room temperature. After being stirred at room temperature for 30 min, the mixture was cooled to −78° C., and a solution of PhSeBr (5 g, 21.19 mmol) in anhydrous THF (25 mL) was add...